From a dataset of the Open Reaction Database (ORD), a public repository of structured organic reaction records. describe an organic reaction: reactants, conditions, products, and yield Reactants: CSC1=NC=CC(=N1)OC=1C=C(C(=CC1)N)N (4-(2-methylsulfanyl-pyrimidin-4-yloxy)-benzene-1,2-diamine), ClC1=C(CN2CCN(CC2)C)C=C(C=C1)N=C=S (1-(2-chloro-5-isothiocyanato-benzyl)-4-methyl-piperazine), C(CCl)Cl (EDC), N1C=NC=C1 (imidazole). Run in CC#N (CH3CN), CC#N (CH3CN). Reaction conditions: time 16 hour. Product: ClC1=C(C=C(C=C1)NC1=NC2=C(N1)C=CC(=C2)OC2=NC(=NC=C2)SC)CN2CCN(CC2)C ([4-chloro-3-(4-methyl-piperazin-1-ylmethyl)-phenyl]-[5-(2-methylsulfanyl-pyrimidin-4-yloxy)-1H-benzimidazol-2-yl]-amine). Reaction SMILES: [CH3:1][S:2][C:3]1[N:8]=[C:7]([O:9][C:10]2[CH:11]=[C:12]([NH2:17])[C:13]([NH2:16])=[CH:14][CH:15]=2)[CH:6]=[CH:5][N:4]=1.[Cl:18][C:19]1[CH:32]=[CH:31][C:30]([N:33]=[C:34]=S)=[CH:29][C:20]=1[CH2:21][N:22]1[CH2:27][CH2:26][N:25]([CH3:28])[CH2:24][CH2:23]1.N1C=CN=C1.C(Cl)CCl>CC#N>[Cl:18][C:19]1[CH:32]=[CH:31][C:30]([NH:33][C:34]2[NH:16][C:13]3[CH:14]=[CH:15][C:10]([O:9][C:7]4[CH:6]=[CH:5][N:4]=[C:3]([S:2][CH3:1])[N:8]=4)=[CH:11][C:12]=3[N:17]=2)=[CH:29][C:20]=1[CH2:21][N:22]1[CH2:27][CH2:26][N:25]([CH3:28])[CH2:24][CH2:23]1. Procedure: To a solution of 4-(2-methylsulfanyl-pyrimidin-4-yloxy)-benzene-1,2-diamine (Step B, 400 mg, 1.6 mmol, 1.0 eq.) in anhydrous CH3CN (30 mL) was added dropwise a solution of 1-(2-chloro-5-isothiocyanato-benzyl)-4-methyl-piperazine (900 mg [slightly contaminated with imidazole], 1.6 mmol, 1.0 eq.) in 20 mL of anhydrous CH3CN. The reaction was stirred for 16 h at RT then EDC (0.5 g, 2.6 mmol, 1.5 eq.) was added. The resulting mixture was heated to 80° C. for 1 h. The solvent was evaporated and the r... Reactants: CCOC(=O)c1cc(C#N)c(N)cc1OC, [Na+], [OH-], O. Product: COc1cc(N)c(C#N)cc1C(=O)O. As a reaction SMILES: [NH2:1][c:2]1[cH:3][c:4]([O:15][CH3:16])[c:5]([C:6](=[O:7])[O:8][CH2:9][CH3:10])[cH:11][c:12]1[C:13]#[N:14].[Na+:18].[OH-:17].[OH2:19]>>[NH2:1][c:2]1[cH:3][c:4]([O:15][CH3:16])[c:5]([C:6](=[O:7])[OH:8])[cH:11][c:12]1[C:13]#[N:14]. The reactants are resultant mixture, C(C)OC(CCCN)OCC (4-aminobutyraldehyde diethylacetal), resultant mixture, COC(=O)N1C(C=CC1=O)=O (N-methoxycarbonylmaleimide), O1CCCC1 (tetrahydrofuran), Cl (hydrochloric acid). The solvent is C([O-])(O)=O (bicarbonate). Reaction conditions: time 15 minute. Yields the product C(C)OC(CCCN1C(C=CC1=O)=O)OCC (4-maleimidobutyraldehyde diethylacetal). RXN SMILES: [CH2:1]([O:3][CH:4]([O:9][CH2:10][CH3:11])[CH2:5][CH2:6][CH2:7][NH2:8])[CH3:2].COC(N1[C:20](=[O:21])[CH:19]=[CH:18][C:17]1=[O:22])=O.O1CCCC1.Cl>C(=O)(O)[O-]>[CH2:10]([O:9][CH:4]([O:3][CH2:1][CH3:2])[CH2:5][CH2:6][CH2:7][N:8]1[C:20](=[O:21])[CH:19]=[CH:18][C:17]1=[O:22])[CH3:11]. Procedure: As shown in FIG. 2, to a solution of 4-aminobutyraldehyde diethylacetal (5 g, 31 mmol) in 100 ml of saturated bicarbonate was added N-methoxycarbonylmaleimide (4.91 g, 31.6 mmol) at 0° C. (icebath). After 15 minutes, tetrahydrofuran (100 ml) was added at room temperature and the resultant mixture stirred for 1 hour. The resultant mixture was then acidified with 1N hydrochloric acid to pH 6-7 and extracted with ethyl acetate (3×200 ml). The combined organic extracts were dried (MgSO4) and evapora... The reactants are C(=O)(C)C(=O)C (biacetyl), O.C(C)(=O)[O-].[Na+] (sodium acetate hydrate), O.Cl.C(C1=CC=CC=C1)(=N)N (benzamidine hydrochloride hydrate), C(C)(C)O (isopropyl alcohol). The solvent is O (water), O (water). Reaction conditions: time 4 hour. Product: Cl.CC1(N=C(NC1(O)C)C1=CC=CC=C1)O (4,5-Dimethyl-2-phenylimidazoline-4,5-diol Hydrochloride). As a reaction SMILES: O.[ClH:2].[C:3]([NH2:11])(=[NH:10])[C:4]1[CH:9]=[CH:8][CH:7]=[CH:6][CH:5]=1.[C:12]([C:15]([CH3:17])=[O:16])([CH3:14])=[O:13].C(O)(C)C.O.C([O-])(=O)C.[Na+]>O>[ClH:2].[CH3:17][C:15]1([OH:16])[C:12]([CH3:14])([OH:13])[NH:11][C:3]([C:4]2[CH:9]=[CH:8][CH:7]=[CH:6][CH:5]=2)=[N:10]1 |f:0.1.2,5.6.7,9.10|. Procedure details: To 56.4 g (0.323 mole) of benzamidine hydrochloride hydrate in 200 ml of warm water is added with vigorous stirring 40 ml of biacetyl. Within a few minutes a heavy precipitate forms and 150 ml of isopropyl alcohol is added followed by 5.0 g of sodium acetate hydrate dissolved in 15 ml of warm water. Stirring is continued for 4 hours after which time the product, 4,5-dimethyl-2-phenylimidazoline-4,5-diol hydrochloride, is filtered off and washed with isopropyl alcohol. Recrystallization from 95% ... The reactants are CCOc1ccc(N)cc1, CCOC(=O)c1cnc(SC)[nH]c1=O, CCO. Product: CCOC(=O)c1cnc(Nc2ccc(OCC)cc2)[nH]c1=O. RXN SMILES: [CH2:15]([CH3:16])[O:17][c:18]1[cH:19][cH:20][c:21]([NH2:22])[cH:23][cH:24]1.[CH3:1][S:2][c:3]1[nH:4][c:5](=[O:14])[c:6]([C:9](=[O:10])[O:11][CH2:12][CH3:13])[cH:7][n:8]1.[CH3:25][CH2:26][OH:27]>>[c:3]1([NH:22][c:21]2[cH:20][cH:19][c:18]([O:17][CH2:15][CH3:16])[cH:24][cH:23]2)[nH:4][c:5](=[O:14])[c:6]([C:9](=[O:10])[O:11][CH2:12][CH3:13])[cH:7][n:8]1.